From a dataset of the Open Reaction Database (ORD), a public repository of structured organic reaction records. describe an organic reaction: reactants, conditions, products, and yield Reactants: ClC=1C=C(C=CC(=O)Cl)C=CC1 (3-chlorocinnamoyl chloride), C1(CC1)N (cyclopropylamine). The solvent is C1=CC=CC=C1 (benzene). Conditions: time 8 hour. The product is ClC=1C=C(/C=C/C(=O)NC2CC2)C=CC1 (trans 3-chloro-N-cyclopropylcinnamamide). Isolated yield 75.6%. RXN SMILES: [Cl:1][C:2]1[CH:3]=[C:4]([CH:10]=[CH:11][CH:12]=1)[CH:5]=[CH:6][C:7](Cl)=[O:8].[CH:13]1([NH2:16])[CH2:15][CH2:14]1>C1C=CC=CC=1>[Cl:1][C:2]1[CH:3]=[C:4]([CH:10]=[CH:11][CH:12]=1)/[CH:5]=[CH:6]/[C:7]([NH:16][CH:13]1[CH2:15][CH2:14]1)=[O:8]. Procedure details: A solution of 3-chlorocinnamoyl chloride (6 g) in dry tolune (100 ml) was added with stirring to a solution of cyclopropylamine (6 g) in dry benzene (50 ml). The reaction mixture was allowed to stand at room temperature overnight, and the solvent was evaporated under reduced pressure. The residue was thoroughly triturated with water containing a small amount of sodium carbonate, washed with water and filtered. Recrystallization of the resulting crude product from ethanol-water (1:10) gave trans ... Starting materials: CC(C)OC(=NC#N)c1cccnc1, Cc1ccc(CN)cc1, CCOCC, CO. The product is Cc1ccc(CN=C(NC#N)c2cccnc2)cc1. Reaction SMILES: [C:1](#[N:2])[N:3]=[C:4]([O:5][CH:6]([CH3:7])[CH3:8])[c:9]1[cH:10][n:11][cH:12][cH:13][cH:14]1.[CH3:15][c:16]1[cH:17][cH:18][c:19]([CH2:20][NH2:21])[cH:22][cH:23]1.[CH3:24][CH2:25][O:26][CH2:27][CH3:28].[CH3:29][OH:30]>>[C:1](#[N:2])[NH:3][C:4]([c:9]1[cH:10][n:11][cH:12][cH:13][cH:14]1)=[N:21][CH2:20][c:19]1[cH:18][cH:17][c:16]([CH3:15])[cH:23][cH:22]1. Starting materials: CCOC(C)=O, O=C(OC1CCCC1)C(NS(=O)(=O)c1ccc([N+](=O)[O-])cc1)c1ccccc1. Product: Nc1ccc(S(=O)(=O)NC(C(=O)OC2CCCC2)c2ccccc2)cc1. As a reaction SMILES: [CH3:29][CH2:30][O:31][C:32]([CH3:33])=[O:34].[CH:1]1([O:6][C:7]([CH:8]([c:9]2[cH:10][cH:11][cH:12][cH:13][cH:14]2)[NH:15][S:16](=[O:17])(=[O:18])[c:19]2[cH:20][cH:21][c:22]([N+:25]([O-:26])=[O:27])[cH:23][cH:24]2)=[O:28])[CH2:2][CH2:3][CH2:4][CH2:5]1>>[CH:1]1([O:6][C:7]([CH:8]([c:9]2[cH:10][cH:11][cH:12][cH:13][cH:14]2)[NH:15][S:16](=[O:17])(=[O:18])[c:19]2[cH:20][cH:21][c:22]([NH2:25])[cH:23][cH:24]2)=[O:28])[CH2:2][CH2:3][CH2:4][CH2:5]1. Starting materials: COC(=O)CC(CC(C)C)C(=O)OCc1ccccc1, CO, [H][H]. The product is COC(=O)CC(CC(C)C)C(=O)O. Reaction SMILES: [CH2:1]([CH:2]([CH3:3])[CH3:4])[CH:5]([C:6](=[O:7])[O:8][CH2:9][c:10]1[cH:11][cH:12][cH:13][cH:14][cH:15]1)[CH2:16][C:17](=[O:18])[O:19][CH3:20].[CH3:23][OH:24].[H:21][H:22]>>[CH2:1]([CH:2]([CH3:3])[CH3:4])[CH:5]([C:6](=[O:7])[OH:8])[CH2:16][C:17](=[O:18])[O:19][CH3:20]. Reactants: C=1C=CC2=C(C1)N=NN2O (HOBT), CCN=C=NCCCN(C)C (WSC), C1(CC1)N1C=CC2=C(C=C(C=C12)C(=O)O)OC (1-cyclopropyl-4-(methyloxy)-1H-indole-6-carboxylic acid), Cl.O=C1NC(=NN1)C=1C=C2C(CC3(CCNCC3)OC2=CC1)=O (6-(5-oxo-4,5-dihydro-1H-1,2,4-triazol-3-yl)spiro[chroman-2,4′-piperidin]-4-one hydrochloride). The solvent is CN(C)C=O (DMF), CCN(CC)CC (Et3N), O (Water). Conditions: temperature 50 celsius, time 8 hour. The product is C1(CC1)N1C=CC2=C(C=C(C=C12)C(=O)N1CCC2(CC1)OC1=CC=C(C=C1C(C2)=O)C2=NNC(N2)=O)OC (1′-[(1-cyclopropyl-4-methoxy-1H-indol-6-yl)carbonyl]-6-(5-oxo-4,5-dihydro-1H-1,2,4-triazol-3-yl)spiro[chroman-2,4′-piperidin]-4-one). As a reaction SMILES: C1C=CC2N(O)N=NC=2C=1.CCN=C=NCCCN(C)C.[CH:22]1([N:25]2[C:33]3[C:28](=[C:29]([O:37][CH3:38])[CH:30]=[C:31]([C:34]([OH:36])=O)[CH:32]=3)[CH:27]=[CH:26]2)[CH2:24][CH2:23]1.Cl.[O:40]=[C:41]1[NH:45][N:44]=[C:43]([C:46]2[CH:47]=[C:48]3[C:58](=[CH:59][CH:60]=2)[O:57][C:51]2([CH2:56][CH2:55][NH:54][CH2:53][CH2:52]2)[CH2:50][C:49]3=[O:61])[NH:42]1>CN(C=O)C.O.CCN(CC)CC>[CH:22]1([N:25]2[C:33]3[C:28](=[C:29]([O:37][CH3:38])[CH:30]=[C:31]([C:34]([N:54]4[CH2:55][CH2:56][C:51]5([CH2:50][C:49](=[O:61])[C:48]6[C:58](=[CH:59][CH:60]=[C:46]([C:43]7[NH:42][C:41](=[O:40])[NH:45][N:44]=7)[CH:47]=6)[O:57]5)[CH2:52][CH2:53]4)=[O:36])[CH:32]=3)[CH:27]=[CH:26]2)[CH2:23][CH2:24]1 |f:3.4|. Procedure details: Et3N (209 uL), HOBT (91.2 mg) and WSC (115 mg) were added to a suspension of 1-cyclopropyl-4-(methyloxy)-1H-indole-6-carboxylic acid (116 mg) and 6-(5-oxo-4,5-dihydro-1H-1,2,4-triazol-3-yl)spiro[chroman-2,4′-piperidin]-4-one hydrochloride (202 mg) in DMF (3 mL), and the mixture was stirred overnight at 50° C. Water was added to the reaction mixture, and the formed solid was collected by filtration. The solid was purified by silica gel column chromatography (CHCl3/MeOH) to obtain the intended com... The reactants are N1CCCC1 (pyrrolidine), ClC1=C2C(=NN=C1C1=CC=CC=C1)N(N=C2C2=CC=C(C=C2)F)CC(=O)N2CCOCC2 (2-(4-chloro-3-(4-fluorophenyl)-5-phenyl-1H-pyrazolo[3,4-c]pyridazin-1-yl)-1-morpholinoethanone), FC=1C=C(C(=O)CC#N)C=CC1 (3-fluorobenzoylacetonitrile). Yields the product ClC1=C2C(=NN=C1C1=CC=CC=C1)N(N=C2C2=CC(=CC=C2)F)CC(=O)N2CCCC2 (2-(4-chloro-3-(3-fluorophenyl)-5-phenyl-1H-pyrazolo[3,4-c]pyridazin-1-yl)-1-(pyrrolidin-1-yl)ethanone), solid. Reaction SMILES: [Cl:1][C:2]1[C:7]([C:8]2[CH:13]=[CH:12][CH:11]=[CH:10][CH:9]=2)=[N:6][N:5]=[C:4]2[N:14]([CH2:24][C:25]([N:27]3[CH2:32][CH2:31]O[CH2:29][CH2:28]3)=[O:26])[N:15]=[C:16]([C:17]3[CH:22]=[CH:21][C:20](F)=[CH:19][CH:18]=3)[C:3]=12.[F:33]C1C=C(C=CC=1)C(CC#N)=O.N1CCCC1>>[Cl:1][C:2]1[C:7]([C:8]2[CH:9]=[CH:10][CH:11]=[CH:12][CH:13]=2)=[N:6][N:5]=[C:4]2[N:14]([CH2:24][C:25]([N:27]3[CH2:32][CH2:31][CH2:29][CH2:28]3)=[O:26])[N:15]=[C:16]([C:17]3[CH:22]=[CH:21][CH:20]=[C:19]([F:33])[CH:18]=3)[C:3]=12. Reported procedure: Example 72 (Compound 79) was synthesised following a similar procedure outlined in Example 68 (Compound 75), using 3-fluorobenzoylacetonitrile instead of 4-fluorobenzoylacetonitrile in step 1 and pyrrolidine instead of morpholine in step 7. Compound 79 was obtained as a yellow solid (13.1 mg). Starting materials: C(C1=CC=CC=C1)(=O)C=1C=C(C(=O)O)C=CC1 (3-benzoylbenzoic acid). Solvent: C1CCOC1 (THF), C(C)OCC (diethyl ether). Run at time 15 minute. The product is OCC=1C=C(C=CC1)C(=O)C1=CC=CC=C1 ([3-(hydroxymethyl)phenyl](phenyl)methanone). As a reaction SMILES: [C:1]([C:9]1[CH:10]=[C:11]([CH:15]=[CH:16][CH:17]=1)[C:12](O)=[O:13])(=[O:8])[C:2]1[CH:7]=[CH:6][CH:5]=[CH:4][CH:3]=1>C1COCC1.C(OCC)C>[OH:13][CH2:12][C:11]1[CH:10]=[C:9]([C:1]([C:2]2[CH:7]=[CH:6][CH:5]=[CH:4][CH:3]=2)=[O:8])[CH:17]=[CH:16][CH:15]=1. Procedure: 3-benzoylbenzoic acid (6.26 g, 27.7 mmol) was carefully added in several portions to borane-N,N-diethylaniline complex (7.38 mL, 41.5 mmol) in anhydrous THF (60 mL) at ambient temperature. After 15 minutes, the reaction mixture was heated at reflux for 5 hours and then cooled to ambient temperature. The reaction mixture was diluted with diethyl ether, quenched with 1N HCl and the separated aqueous phase was extracted with diethyl ether. The organic layers were combined, washed with 1N HCl, brine... Starting materials: C1(=CC=CC=C1)\C=C/C(=O)OC (methyl (Z)-3-phenylacrylate), [OH-].[Li+] (lithium hydroxide), Cl (hydrochloric acid). Run in O1CCCC1 (tetrahydrofuran), O (water). Conditions: temperature 60 celsius, time 4 hour. Product: C1(=CC=CC=C1)\C=C/C(=O)O ((Z)-3-phenylacrylic acid). Yield: 89.6%. As a reaction SMILES: [C:1]1(/[CH:7]=[CH:8]\[C:9]([O:11]C)=[O:10])[CH:6]=[CH:5][CH:4]=[CH:3][CH:2]=1.[OH-].[Li+].Cl>O1CCCC1.O>[C:1]1(/[CH:7]=[CH:8]\[C:9]([OH:11])=[O:10])[CH:6]=[CH:5][CH:4]=[CH:3][CH:2]=1 |f:1.2|. Procedure: 1.1 g of methyl (Z)-3-phenylacrylate are dissolved in a mixture of 30 ml of tetrahydrofuran and 10 ml of water, and 340 mg of lithium hydroxide are added. The mixture is stirred at 60° C. After four hours, the reaction mixture is acidified by adding one molar hydrochloric acid solution and extracted five times with 50 ml of ethyl acetate each time. The combined organic phases are dried over MgSO4 and then the solvent is removed in vacuo. 900 mg of (Z)-3-phenylacrylic acid are obtained as an oil.